Dataset: the Open Reaction Database (ORD), a public repository of structured organic reaction records. Task: describe an organic reaction: reactants, conditions, products, and yield Reactants: COc1c(Br)cc(C=O)c2c1CCC2, O=C([O-])[O-], COc1ccc(B(O)O)cc1, Cc1ccccc1, [K+], [K+], O, [Pd], c1ccc(P(c2ccccc2)c2ccccc2)cc1, c1ccc(P(c2ccccc2)c2ccccc2)cc1, c1ccc(P(c2ccccc2)c2ccccc2)cc1, c1ccc(P(c2ccccc2)c2ccccc2)cc1. Product: COc1ccc(-c2cc(C=O)c3c(c2OC)CCC3)cc1. Reaction SMILES: [Br:1][c:2]1[cH:3][c:4]([CH:13]=[O:14])[c:5]2[c:9]([c:10]1[O:11][CH3:12])[CH2:8][CH2:7][CH2:6]2.[C:26](=[O:27])([O-:28])[O-:29].[CH3:15][O:16][c:17]1[cH:18][cH:19][c:20]([B:23]([OH:24])[OH:25])[cH:21][cH:22]1.[CH3:32][c:33]1[cH:34][cH:35][cH:36][cH:37][cH:38]1.[K+:30].[K+:31].[OH2:39].[Pd:40].[c:41]1([P:42]([c:43]2[cH:44][cH:45][cH:46][cH:47][cH:48]2)[c:49]2[cH:50][cH:51][cH:52][cH:53][cH:54]2)[cH:55][cH:56][cH:57][cH:58][cH:59]1.[c:60]1([P:61]([c:62]2[cH:63][cH:64][cH:65][cH:66][cH:67]2)[c:68]2[cH:69][cH:70][cH:71][cH:72][cH:73]2)[cH:74][cH:75][cH:76][cH:77][cH:78]1.[c:79]1([P:80]([c:81]2[cH:82][cH:83][cH:84][cH:85][cH:86]2)[c:87]2[cH:88][cH:89][cH:90][cH:91][cH:92]2)[cH:93][cH:94][cH:95][cH:96][cH:97]1.[c:98]1([P:99]([c:100]2[cH:101][cH:102][cH:103][cH:104][cH:105]2)[c:106]2[cH:107][cH:108][cH:109][cH:110][cH:111]2)[cH:112][cH:113][cH:114][cH:115][cH:116]1>>[c:2]1(-[c:20]2[cH:19][cH:18][c:17]([O:16][CH3:15])[cH:22][cH:21]2)[cH:3][c:4]([CH:13]=[O:14])[c:5]2[c:9]([c:10]1[O:11][CH3:12])[CH2:8][CH2:7][CH2:6]2.